From a dataset of the Open Reaction Database (ORD), a public repository of structured organic reaction records. describe an organic reaction: reactants, conditions, products, and yield Reactants: ClCCl, CCOC(=O)C1CCN(C(=O)OC)CC1=O, CCOC(C)=O, O, OCCO, Cc1ccc(S(=O)(=O)O)cc1, c1ccccc1. Product: CCOC1(C2CCN(C(=O)OC)CC2=O)OCCO1. Reaction SMILES: [CH2:44]([Cl:45])[Cl:46].[CH3:1][O:2][C:3](=[O:4])[N:5]1[CH2:6][C:7](=[O:16])[CH:8]([C:11](=[O:12])[O:13][CH2:14][CH3:15])[CH2:9][CH2:10]1.[CH3:38][CH2:39][O:40][C:41](=[O:42])[CH3:43].[OH2:47].[OH:17][CH2:18][CH2:19][OH:20].[c:21]1([CH3:22])[cH:23][cH:24][c:25]([S:26]([OH:27])(=[O:28])=[O:29])[cH:30][cH:31]1.[cH:32]1[cH:33][cH:34][cH:35][cH:36][cH:37]1>>[CH3:1][O:2][C:3](=[O:4])[N:5]1[CH2:6][C:7](=[O:16])[CH:8]([C:11]2([O:13][CH2:14][CH3:15])[O:17][CH2:18][CH2:19][O:20]2)[CH2:9][CH2:10]1. Starting materials: C(C)(C)(C)OC(=O)CN(CC(=O)OC(C)(C)C)CC1=CC=CC(=N1)C1=NC(=CC=C1)C1=NC(=CC=C1)CN(CC(=O)OC(C)(C)C)CC(=O)OC(C)(C)C (6,6"-Bis[N,N-bis(t-butoxycarbonylmethyl)aminomethyl]-2,2';6',2"-terpyridine). The solvent is FC(C(=O)O)(F)F (trifluoroacetic acid). The product is C(=O)(O)CN(CC(=O)O)CC1=CC=CC(=N1)C1=NC(=CC=C1)C1=NC(=CC=C1)CN(CC(=O)O)CC(=O)O (6,6"-Bis[N,N-bis(carboxymethyl)aminomethyl]-2,2';6',2"-terpyridine). RXN SMILES: C([O:5][C:6]([CH2:8][N:9]([CH2:18][C:19]1[N:24]=[C:23]([C:25]2[CH:30]=[CH:29][CH:28]=[C:27]([C:31]3[CH:36]=[CH:35][CH:34]=[C:33]([CH2:37][N:38]([CH2:47][C:48]([O:50]C(C)(C)C)=[O:49])[CH2:39][C:40]([O:42]C(C)(C)C)=[O:41])[N:32]=3)[N:26]=2)[CH:22]=[CH:21][CH:20]=1)[CH2:10][C:11]([O:13]C(C)(C)C)=[O:12])=[O:7])(C)(C)C>FC(F)(F)C(O)=O>[C:48]([CH2:47][N:38]([CH2:37][C:33]1[N:32]=[C:31]([C:27]2[CH:28]=[CH:29][CH:30]=[C:25]([C:23]3[CH:22]=[CH:21][CH:20]=[C:19]([CH2:18][N:9]([CH2:8][C:6]([OH:7])=[O:5])[CH2:10][C:11]([OH:13])=[O:12])[N:24]=3)[N:26]=2)[CH:36]=[CH:35][CH:34]=1)[CH2:39][C:40]([OH:42])=[O:41])([OH:50])=[O:49]. Procedure details: Tetraester (10a) (260 mg, 0.4 mmol) was dissolved in trifluoroacetic acid (3 ml). After two hours the trifluoroacetic acid was evaporated, some diethyl ether was added and the product was filtered. The reactants are Cc1ccc(B(O)O)s1, Nc1cc(Cl)n2nccc2n1. Product: Cc1ccc(-c2cc(N)nc3ccnn23)s1. Reaction SMILES: [CH3:12][c:13]1[cH:14][cH:15][c:16]([B:18]([OH:19])[OH:20])[s:17]1.[Cl:1][c:2]1[cH:3][c:4]([NH2:11])[n:5][c:6]2[n:7]1[n:8][cH:9][cH:10]2>>[c:2]1(-[c:16]2[cH:15][cH:14][c:13]([CH3:12])[s:17]2)[cH:3][c:4]([NH2:11])[n:5][c:6]2[n:7]1[n:8][cH:9][cH:10]2. Reactants: ClC1=C(C=CC=C1Cl)C1CC(CC(C1)=O)=O (5-(2,3-dichlorophenyl)cyclohexane-1,3-dione), [O-]CC.[Na+] (sodium ethoxide), ClCC(C)=O (chloroacetone). Solvent: C(C)O (ethanol), CN(C)C=O (DMF). Run at time 15 minute. Product: ClC1=C(C=CC=C1Cl)C1CC2=C(C(=CO2)C)C(C1)=O (6-(2,3-dichlorophenyl)-3-methyl-4,5,6,7-tetrahydrobenzofuran-4-one). RXN SMILES: [Cl:1][C:2]1[C:7]([Cl:8])=[CH:6][CH:5]=[CH:4][C:3]=1[CH:9]1[CH2:14][C:13](=[O:15])[CH2:12][C:11](=[O:16])[CH2:10]1.[O-]CC.[Na+].Cl[CH2:22][C:23](=O)[CH3:24]>C(O)C.CN(C=O)C>[Cl:1][C:2]1[C:7]([Cl:8])=[CH:6][CH:5]=[CH:4][C:3]=1[CH:9]1[CH2:14][C:13](=[O:15])[C:12]2[C:23]([CH3:24])=[CH:22][O:16][C:11]=2[CH2:10]1 |f:1.2|. Reported procedure: To a solution of 5-(2,3-dichlorophenyl)cyclohexane-1,3-dione(mp205-206° C.; 1.29 g) in ethanol (10 ml) was added sodium ethoxide (0.37 g), and the mixture was stirred, under argon atmosphere, at room temperature for 15 minutes. To the mixture was added a solution of chloroacetone (0.45 ml) in DMF (10 ml), and the mixture was stirred at 100° C. overnight (13 hours). The reaction solution was cooled and concentrated under reduced pressure. To the residue was added ice-water, and the mixture was ex... Reactants: N1CCC(C(=O)O)CC1 (Isonipecotic acid), C=O (formaldehyde). The reagents and catalysts are [Pd] (Palladium on carbon). The solvent is O (water). Reaction conditions: time 18 hour. The product is CN1CCC(C(=O)O)CC1 (1-methylisonipecotic Acid). As a reaction SMILES: [NH:1]1[CH2:9][CH2:8][CH:4]([C:5]([OH:7])=[O:6])[CH2:3][CH2:2]1.[CH2:10]=O>O.[Pd]>[CH3:10][N:1]1[CH2:9][CH2:8][CH:4]([C:5]([OH:7])=[O:6])[CH2:3][CH2:2]1. Procedure details: Isonipecotic acid (50 g, 0.387 mole) was dissolved in water (500 ml) and 37% formaldehyde (125 ml). 10% Palladium on carbon (50 g) was added and the mixture was shaken under a hydrogen atmosphere at 60 psi at room temperature for 18 hours. The reactants are CCOC(=O)COc1cc(N(C)S(=O)(=O)c2ccccn2)c2[nH]c(C3=NCC(CN4CCSCC4)S3)cc2c1, CCO, [Na+], C1CCOC1, [OH-]. The product is CN(c1cc(OCC(=O)O)cc2cc(C3=NCC(CN4CCSCC4)S3)[nH]c12)S(=O)(=O)c1ccccn1. As a reaction SMILES: [CH3:1][N:2]([c:3]1[cH:4][c:5]([O:24][CH2:25][C:26](=[O:27])[O:28][CH2:29][CH3:30])[cH:6][c:7]2[cH:8][c:9]([C:12]3=[N:16][CH2:15][CH:14]([CH2:17][N:18]4[CH2:19][CH2:20][S:21][CH2:22][CH2:23]4)[S:13]3)[nH:10][c:11]12)[S:31](=[O:32])(=[O:33])[c:34]1[n:35][cH:36][cH:37][cH:38][cH:39]1.[CH3:47][CH2:48][OH:49].[Na+:41].[O:42]1[CH2:43][CH2:44][CH2:45][CH2:46]1.[OH-:40]>>[CH3:1][N:2]([c:3]1[cH:4][c:5]([O:24][CH2:25][C:26](=[O:27])[OH:28])[cH:6][c:7]2[cH:8][c:9]([C:12]3=[N:16][CH2:15][CH:14]([CH2:17][N:18]4[CH2:19][CH2:20][S:21][CH2:22][CH2:23]4)[S:13]3)[nH:10][c:11]12)[S:31](=[O:32])(=[O:33])[c:34]1[n:35][cH:36][cH:37][cH:38][cH:39]1.